This data is from the Open Reaction Database (ORD), a public repository of structured organic reaction records. The task is: describe an organic reaction: reactants, conditions, products, and yield The reactants are CCOC(C)=O, FC(F)(F)c1ccc(-c2cc(Cl)nnc2Cl)cc1, Nc1ccc2cccnc2c1. Product: FC(F)(F)c1ccc(-c2cc(Nc3ccc4cccnc4c3)nnc2Cl)cc1. RXN SMILES: [CH3:30][CH2:31][O:32][C:33]([CH3:34])=[O:35].[Cl:1][c:2]1[n:3][n:4][c:5]([Cl:18])[cH:6][c:7]1-[c:8]1[cH:9][cH:10][c:11]([C:14]([F:15])([F:16])[F:17])[cH:12][cH:13]1.[NH2:19][c:20]1[cH:21][cH:22][c:23]2[cH:24][cH:25][cH:26][n:27][c:28]2[cH:29]1>>[Cl:1][c:2]1[n:3][n:4][c:5]([NH:19][c:20]2[cH:21][cH:22][c:23]3[cH:24][cH:25][cH:26][n:27][c:28]3[cH:29]2)[cH:6][c:7]1-[c:8]1[cH:9][cH:10][c:11]([C:14]([F:15])([F:16])[F:17])[cH:12][cH:13]1. Reactants: C(C1=CC=CC=C1)N1N=C(C(=C1)CO)OCC1=CC=C(C=C1)OCC=1N=C(OC1C)C=1OC=CC1 ({1-benzyl-3-[(4{[2-(2-furyl)-5-methyl-1,3-oxazol-4-yl]methoxy}benzyl)oxy]-1H-pyrazol-4-yl}methanol). Reagents/catalysts: [O-2].[O-2].[Mn+4] (manganese dioxide). The solvent is O1CCCC1 (tetrahydrofuran). Run at time 20 hour. The product is C(C1=CC=CC=C1)N1N=C(C(=C1)C=O)OCC1=CC=C(C=C1)OCC=1N=C(OC1C)C=1OC=CC1 (1-benzyl-3-[(4{[2-(2-furyl)-5-methyl-1,3-oxazol-4-yl]methoxy}benzyl)oxy]-1H-pyrazole-4-carbaldehyde). Yield: 92.5%. RXN SMILES: [CH2:1]([N:8]1[CH:12]=[C:11]([CH2:13][OH:14])[C:10]([O:15][CH2:16][C:17]2[CH:22]=[CH:21][C:20]([O:23][CH2:24][C:25]3[N:26]=[C:27]([C:31]4[O:32][CH:33]=[CH:34][CH:35]=4)[O:28][C:29]=3[CH3:30])=[CH:19][CH:18]=2)=[N:9]1)[C:2]1[CH:7]=[CH:6][CH:5]=[CH:4][CH:3]=1>[O-2].[O-2].[Mn+4].O1CCCC1>[CH2:1]([N:8]1[CH:12]=[C:11]([CH:13]=[O:14])[C:10]([O:15][CH2:16][C:17]2[CH:18]=[CH:19][C:20]([O:23][CH2:24][C:25]3[N:26]=[C:27]([C:31]4[O:32][CH:33]=[CH:34][CH:35]=4)[O:28][C:29]=3[CH3:30])=[CH:21][CH:22]=2)=[N:9]1)[C:2]1[CH:3]=[CH:4][CH:5]=[CH:6][CH:7]=1 |f:1.2.3|. Reported procedure: A mixture of {1-benzyl-3-[(4{[2-(2-furyl)-5-methyl-1,3-oxazol-4-yl]methoxy}benzyl)oxy]-1H-pyrazol-4-yl}methanol (0.38 g), activated manganese dioxide (1.20 g) and tetrahydrofuran (50 mL) was stirred at room temperature for 20 hrs. Manganese dioxide was removed by filtration, and the filtrate was concentrated. The obtained crystals were collected by filtration to give 1-benzyl-3-[(4{[2-(2-furyl)-5-methyl-1,3-oxazol-4-yl]methoxy}benzyl)oxy]-1H-pyrazole-4-carbaldehyde (0.35 g, yield 92%). Recrystal... Reactants: C(C)OC(=O)C1(CN(CCC1=O)C(=O)OC(C)(C)C)CC1=CC=CC=C1 (3-benzyl4-oxo-piperidine-1,3-dicarboxylic acid 1-tert-butyl ester 3-ethyl ester), CNN (methylhydrazine), C(C)(=O)O (acetic acid). Run in C1(=CC=CC=C1)C (toluene). Run at temperature 65 celsius, time 7.5 hour. Yields the product C(C1=CC=CC=C1)C12CNCCC1=NN(C2=O)C (3a-Benzyl-2-methyl-2,3a,4,5,6,7-hexahydro-pyrazolo[4,3-c]pyridin-3-one). Yield: 84.8%. RXN SMILES: C([O:3][C:4]([C:6]1([CH2:20][C:21]2[CH:26]=[CH:25][CH:24]=[CH:23][CH:22]=2)[C:11](=O)[CH2:10][CH2:9][N:8](C(OC(C)(C)C)=O)[CH2:7]1)=O)C.[CH3:27][NH:28][NH2:29].C(O)(=O)C>C1(C)C=CC=CC=1>[CH2:20]([C:6]12[C:4](=[O:3])[N:28]([CH3:27])[N:29]=[C:11]1[CH2:10][CH2:9][NH:8][CH2:7]2)[C:21]1[CH:26]=[CH:25][CH:24]=[CH:23][CH:22]=1. Procedure details: To a solution of 3-benzyl4-oxo-piperidine-1,3-dicarboxylic acid 1-tert-butyl ester 3-ethyl ester (1935.97 g, 5.36 mol) in toluene (9700 mL) was added methylhydrazine (299.2 mL, 5.63 mol), followed by acetic acid (325 mL, 5.68 mol) slowly at about 8° C. The reaction mixture was heated slowly to about 65° C. and stirred for about 7.5 hours. After cooling to room temperature, the organic layer was washed with 10% sodium bicarbonate, water and saturated NaCl solution and concentrated in vacuo to a l... Starting materials: Cl (HCl), [OH-].[K+] (KOH), ( g ), C1(=CC=CC=C1)PC1=CC=CC=C1 (Diphenylphosphine), ( g ), C(C=C)(=O)OC (Methyl acrylate). The reagents and catalysts are [OH-].C(C1=CC=CC=C1)[N+](C)(C)C (benzyltrimethylammonium hydroxide). The solvent is O (H2O), CC#N (CH3CN). Reaction conditions: time 4 hour. The product is C1(=CC=CC=C1)P(CCC(=O)O)C1=CC=CC=C1 (3-(Diphenylphosphanyl)propanoic acid). The yield is 92.2%. RXN SMILES: [C:1]1([PH:7][C:8]2[CH:13]=[CH:12][CH:11]=[CH:10][CH:9]=2)[CH:6]=[CH:5][CH:4]=[CH:3][CH:2]=1.[C:14]([O:18]C)(=[O:17])[CH:15]=[CH2:16].[OH-].[K+].Cl>CC#N.[OH-].C([N+](C)(C)C)C1C=CC=CC=1.O>[C:8]1([P:7]([C:1]2[CH:2]=[CH:3][CH:4]=[CH:5][CH:6]=2)[CH2:16][CH2:15][C:14]([OH:18])=[O:17])[CH:9]=[CH:10][CH:11]=[CH:12][CH:13]=1 |f:2.3,6.7|. Procedure: Diphenylphosphine (2.00 mL, 11.5 mmol) was dissolved in degassed CH3CN (20 mL). Methyl acrylate (3.80 mL, 42.5 mmol) and a few drops of benzyltrimethylammonium hydroxide (40 wt. % in MeOH) were added, and the resulting solution was stirred under Ar(g). The reaction was monitored by TLC and after the introduction of additional drops of base (after 2 h) the reaction was found to be complete after 4 h. The solution was then concentrated under reduced pressure; the resulting oil was dissolved in CH2... The solvent is C(C)O (ethanol). Reaction conditions: temperature 20 celsius, time 2 hour. Starting materials: ON=CC1=CC=C(C=C1)C(C#CC1=CC=CC=C1)O (1-(4-hydroxyiminomethylphenyl)-3-phenyl-prop-2-yn-1-ol), C(C)(=O)OCC (ethyl acetate), Cl (hydrochloric acid), saturated aqueous solution, C([O-])(O)=O.[Na+] (sodium bicarbonate). Product: ONCC1=CC=C(C=C1)C(C#CC1=CC=CC=C1)OCC (1-(4-hydroxyaminomethylphenyl)-3-phenyl-1-ethoxy-prop-2-yne). Procedure: To 5 g of 1-(4-hydroxyiminomethylphenyl)-3-phenyl-prop-2-yn-1-ol syn/anti-mixture prepared according to Example 1 and dissolved in 120 ml of ethanol were added 8 ml of borane-pyridine complex at 0° C. and then 12 ml of an ethanolic 20% by weight solution of hydrochloric acid. After stirring at 0° C. for one hour and at 20° C. for 2 hours, the reaction mixture was added to 1.2 liters of a saturated aqueous solution of sodium bicarbonate and shaken with ethyl acetate. The organic layer was dried o... RXN SMILES: [OH:1][N:2]=[CH:3][C:4]1[CH:9]=[CH:8][C:7]([CH:10]([OH:19])[C:11]#[C:12][C:13]2[CH:18]=[CH:17][CH:16]=[CH:15][CH:14]=2)=[CH:6][CH:5]=1.Cl.C(=O)(O)[O-].[Na+].[C:26](OCC)(=O)[CH3:27]>C(O)C>[OH:1][NH:2][CH2:3][C:4]1[CH:5]=[CH:6][C:7]([CH:10]([O:19][CH2:26][CH3:27])[C:11]#[C:12][C:13]2[CH:18]=[CH:17][CH:16]=[CH:15][CH:14]=2)=[CH:8][CH:9]=1 |f:2.3|. The reactants are CCN=C=NCCCN(C)C, CNOC, CN1CCOCC1, CN(C)C=O, CCn1ncc2c(NC3CCCCC3)c(C(=O)O)cnc21, Cl, Cl, O, Oc1cccc2[nH]nnc12. The product is CCn1ncc2c(NC3CCCCC3)c(C(=O)N(C)OC)cnc21. As a reaction SMILES: [CH2:45]([N:46]=[C:47]=[N:48][CH2:49][CH2:50][CH2:51][N:52]([CH3:53])[CH3:54])[CH3:55].[CH3:23][NH:24][O:25][CH3:26].[CH3:37][N:38]1[CH2:39][CH2:40][O:41][CH2:42][CH2:43]1.[CH3:56][N:57]([CH3:58])[CH:59]=[O:60].[CH:1]1([NH:7][c:8]2[c:9]3[c:10]([n:11][cH:12][c:13]2[C:14](=[O:15])[OH:16])[n:17]([CH2:20][CH3:21])[n:18][cH:19]3)[CH2:2][CH2:3][CH2:4][CH2:5][CH2:6]1.[ClH:22].[ClH:44].[OH2:61].[OH:27][c:28]1[c:29]2[n:30][n:31][nH:32][c:33]2[cH:34][cH:35][cH:36]1>>[CH:1]1([NH:7][c:8]2[c:9]3[c:10]([n:11][cH:12][c:13]2[C:14](=[O:15])[N:24]([CH3:23])[O:25][CH3:26])[n:17]([CH2:20][CH3:21])[n:18][cH:19]3)[CH2:2][CH2:3][CH2:4][CH2:5][CH2:6]1. The reactants are OC1=NC2=C(C=CC=C2C(=N1)N(C(=O)OCC)N)OC (ethyl 2-hydroxy-8-methoxy-quinazolin-4-yl-carbazate), ice water, CN(C=O)C (dimethylformamide). Reported procedure: 1.02 g (0.0036 mol) of ethyl 2-hydroxy-8-methoxy-quinazolin-4-yl-carbazate in 65 ml of dimethylformamide were boiled under reflux for 2 hrs. The reaction mixture was cooled to room temperature and then poured on to ice-water. The precipitate was filtered off and dried in a vacuum. There were obtained white crystals which were recrystallized from methanol. Yield: 0.52 g (61%) of 7-methoxy-2,3,5,6-tetrahydro-1,2,4-triazolo[4,3-c]quinazoline-3,5-dione as yellowish crystals; m.p. 308°-310° C. As a reaction SMILES: [OH:1][C:2]1[N:11]=[C:10]([N:12]([NH2:18])C(OCC)=O)[C:9]2[C:4](=[C:5]([O:19][CH3:20])[CH:6]=[CH:7][CH:8]=2)[N:3]=1.CN(C)[CH:23]=[O:24]>>[CH3:20][O:19][C:5]1[C:4]2[NH:3][C:2](=[O:1])[N:11]3[C:23](=[O:24])[NH:18][N:12]=[C:10]3[C:9]=2[CH:8]=[CH:7][CH:6]=1. Product: COC1=CC=CC=2C=3N(C(NC12)=O)C(NN3)=O (7-Methoxy-2,3,5,6-tetrahydro-1,2,4-triazolo[4,3-c]quinazoline-3,5-dione).